This data is from the Open Reaction Database (ORD), a public repository of structured organic reaction records. The task is: describe an organic reaction: reactants, conditions, products, and yield Starting materials: [H-].[Na+] (sodium hydride), ClC1=NC=CC2=C1N=CN2 (4-chloro-1H-imidazo[4,5-c]pyridine), C(C1=CC=CC=C1)O[C@@H]1[C@H](O[C@@H]([C@H]1OCC1=CC=CC=C1)COCC1=CC=CC=C1)Cl (2,3,5-tri-O-benzyl-α-D-arabinofuranosyl chloride). Run in CN(C=O)C (dimethylformamide). Reaction conditions: time 2 hour. The product is ClC1=NC=CC2=C1N=CN2[C@H]2[C@@H](OCC1=CC=CC=C1)[C@H](OCC1=CC=CC=C1)[C@H](O2)COCC2=CC=CC=C2 (4-chloro-1-(2,3,5-tri-O-benzyl-β-D-arabinofuranosyl)imidazo[4,5-c]-pyridine). Isolated yield 89.2%. As a reaction SMILES: [H-].[Na+].[Cl:3][C:4]1[C:9]2[N:10]=[CH:11][NH:12][C:8]=2[CH:7]=[CH:6][N:5]=1.[CH2:13]([O:20][C@H:21]1[C@H:25]([O:26][CH2:27][C:28]2[CH:33]=[CH:32][CH:31]=[CH:30][CH:29]=2)[C@@H:24]([CH2:34][O:35][CH2:36][C:37]2[CH:42]=[CH:41][CH:40]=[CH:39][CH:38]=2)[O:23][C@@H:22]1Cl)[C:14]1[CH:19]=[CH:18][CH:17]=[CH:16][CH:15]=1>CN(C)C=O>[Cl:3][C:4]1[C:9]2[N:10]=[CH:11][N:12]([C@@H:22]3[O:23][C@H:24]([CH2:34][O:35][CH2:36][C:37]4[CH:42]=[CH:41][CH:40]=[CH:39][CH:38]=4)[C@@H:25]([O:26][CH2:27][C:28]4[CH:33]=[CH:32][CH:31]=[CH:30][CH:29]=4)[C@@H:21]3[O:20][CH2:13][C:14]3[CH:19]=[CH:18][CH:17]=[CH:16][CH:15]=3)[C:8]=2[CH:7]=[CH:6][N:5]=1 |f:0.1|. Reported procedure: A solution of 2.4 g of sodium hydride, 15.4 g of 4-chloro-1H-imidazo[4,5-c]pyridine, and 200 ml of dry dimethylformamide (DMF) is stirred at 50° C. for 5 minutes, cooled, and added to 43.9 g of 2,3,5-tri-O-benzyl-α-D-arabinofuranosyl chloride. The solution is kept at ambient temperature for two hours, concentrated in vacuo, and distributed between a mixture of ethyl acetate-water. Chromatography of the dried ethyl acetate layer over silica gel with 4:1 benzene-ethyl acetate provides 49.6 g of sy... The reactants are ClC1=CC=C(CNC(=O)C=2C(C3=C(N(C2)C)C=C(S3)CCl)=O)C=C1 (N-(4-chlorobenzyl)-2-(chloromethyl)-4-methyl-7-oxo-4,7-dihydrothieno[3,2-b]pyridine-6-carboxamide), N1CCOCC1 (morpholine), C(C)(C)N(CC)C(C)C (diisopropylethylamine). The solvent is CN(C)C=O (DMF), O (water). Run at temperature 60 celsius, time 3 hour. Yields the product ClC1=CC=C(CNC(=O)C=2C(C3=C(N(C2)C)C=C(S3)CN3CCOCC3)=O)C=C1 (N-(4-chlorobenzyl)-4-methyl-2-(morpholin-4-ylmethyl)-7-oxo-4,7-dihydrothieno [3,2-b]pyridine-6-carboxamide). Isolated yield 85.5%. Reaction SMILES: [Cl:1][C:2]1[CH:24]=[CH:23][C:5]([CH2:6][NH:7][C:8]([C:10]2[C:11](=[O:22])[C:12]3[S:19][C:18]([CH2:20]Cl)=[CH:17][C:13]=3[N:14]([CH3:16])[CH:15]=2)=[O:9])=[CH:4][CH:3]=1.[NH:25]1[CH2:30][CH2:29][O:28][CH2:27][CH2:26]1.C(N(C(C)C)CC)(C)C>CN(C=O)C.O>[Cl:1][C:2]1[CH:24]=[CH:23][C:5]([CH2:6][NH:7][C:8]([C:10]2[C:11](=[O:22])[C:12]3[S:19][C:18]([CH2:20][N:25]4[CH2:30][CH2:29][O:28][CH2:27][CH2:26]4)=[CH:17][C:13]=3[N:14]([CH3:16])[CH:15]=2)=[O:9])=[CH:4][CH:3]=1. Procedure details: A mixture of N-(4-chlorobenzyl)-2-(chloromethyl)-4-methyl-7-oxo-4,7-dihydrothieno[3,2-b]pyridine-6-carboxamide (50 mg, 0.13 mmol), morpholine (17.4 mg, 0.20 mmol) and diisopropylethylamine (35 μL, 0.20 mmol) in dry DMF (2.7 mL) was heated to 60° C., becoming a solution. The reaction was stirred for 3 hours at that temperature. After cooling to room temperature, the solution was diluted with water (5 mL). The resulting milky suspension was stirred vigorously for 30 minutes, and then left standing... The reactants are N#Cc1cccc(NC(=C2C(=O)Nc3ccccc32)c2ccccc2)c1, CC(=O)[O-], CO, [NH4+]. Product: N=C(N)c1cccc(NC(=C2C(=O)Nc3ccccc32)c2ccccc2)c1. RXN SMILES: [C:1](#[N:2])[c:3]1[cH:4][c:5]([NH:9][C:10]([c:11]2[cH:12][cH:13][cH:14][cH:15][cH:16]2)=[C:17]2[C:18](=[O:26])[NH:19][c:20]3[cH:21][cH:22][cH:23][cH:24][c:25]32)[cH:6][cH:7][cH:8]1.[CH3:28][C:29](=[O:30])[O-:31].[CH3:32][OH:33].[NH4+:27]>>[C:1]([NH2:2])([c:3]1[cH:4][c:5]([NH:9][C:10]([c:11]2[cH:12][cH:13][cH:14][cH:15][cH:16]2)=[C:17]2[C:18](=[O:26])[NH:19][c:20]3[cH:21][cH:22][cH:23][cH:24][c:25]32)[cH:6][cH:7][cH:8]1)=[NH:27]. The reactants are CCO, CCN(C(C)C)C(C)C, ClCCl, Cl, NO, O=P(Cl)(c1ccccc1)c1ccccc1. Product: NOP(=O)(c1ccccc1)c1ccccc1. Reaction SMILES: [CH3:31][CH2:32][OH:33].[CH:4]([N:5]([CH:6]([CH3:7])[CH3:8])[CH2:9][CH3:10])([CH3:11])[CH3:12].[Cl:28][CH2:29][Cl:30].[ClH:1].[NH2:2][OH:3].[c:13]1([P:19](=[O:20])([c:21]2[cH:22][cH:23][cH:24][cH:25][cH:26]2)[Cl:27])[cH:14][cH:15][cH:16][cH:17][cH:18]1>>[NH2:2][O:3][P:19]([c:13]1[cH:14][cH:15][cH:16][cH:17][cH:18]1)(=[O:20])[c:21]1[cH:22][cH:23][cH:24][cH:25][cH:26]1. Run at time 40 minute. Procedure: Under an argon atmosphere, after diethyl zinc (1.0M hexane solution: 27.0 ml) was added to dichloromethane (40 ml) with ice cooling, a TFA (2 ml)/dichloromethane (10 ml) solution was added dropwise, and stirring was performed under ice cooling for 40 minutes. Then, after a diiodomethane (7.24 g)/dichloromethane (10 ml) solution was added dropwise and further stirring was performed at the same temperature for 40 minutes. Tert-butyl 4-[(benzyloxy)methyl]-3,6-dihydropyridine-1(2H)-carboxylate (3.28... Product: C(C1=CC=CC=C1)OCC12CCN(CC2C1)C(=O)OC(C)(C)C (tert-butyl 6-[(benzyloxy)methyl]-3-azabicyclo[4.I.0]heptane-3-carboxylate). Reactants: C(C1=CC=CC=C1)OCC=1CCN(CC1)C(=O)OC(C)(C)C (Tert-butyl 4-[(benzyloxy)methyl]-3,6-dihydropyridine-1(2H)-carboxylate), C(=O)(C(F)(F)F)O (TFA), C(C)[Zn]CC (diethyl zinc), C(=O)(OC(C)(C)C)OC(=O)OC(C)(C)C (di-tert-butyl dicarbonate), ICI (diiodomethane), [Cl-].[NH4+] (ammonium chloride). Reaction SMILES: [CH2:1]([Zn]CC)C.C(O)(C(F)(F)F)=O.ICI.[CH2:16]([O:23][CH2:24][C:25]1[CH2:26][CH2:27][N:28]([C:31]([O:33][C:34]([CH3:37])([CH3:36])[CH3:35])=[O:32])[CH2:29][CH:30]=1)[C:17]1[CH:22]=[CH:21][CH:20]=[CH:19][CH:18]=1.C(OC(OC(C)(C)C)=O)(OC(C)(C)C)=O.[Cl-].[NH4+]>C(N(CC)CC)C.ClCCl>[CH2:16]([O:23][CH2:24][C:25]12[CH2:1][CH:26]1[CH2:27][N:28]([C:31]([O:33][C:34]([CH3:37])([CH3:36])[CH3:35])=[O:32])[CH2:29][CH2:30]2)[C:17]1[CH:18]=[CH:19][CH:20]=[CH:21][CH:22]=1 |f:5.6|. Solvent: ClCCl (dichloromethane), ClCCl (dichloromethane), ClCCl (dichloromethane), ClCCl (dichloromethane), C(C)N(CC)CC (triethylamine). Reactants: C(C)(=O)C1=CC=CC=C1 (acetophenone), C[O-].[Na+] (sodium methoxide), mixture. Run in C=1(C(=CC=CC1)C)C (xylene). The product is C(C1=CC=CC=C1)(=O)CC(C1=CC=CC=C1)=O (dibenzoylmethane). The yield is 193.4%. RXN SMILES: [C:1]([C:4]1[CH:9]=[CH:8][CH:7]=[CH:6][CH:5]=1)(=[O:3])[CH3:2].[CH3:10][O-:11].[Na+]>C1(C)C(C)=CC=CC=1>[C:1]([CH2:2][C:10](=[O:11])[C:4]1[CH:9]=[CH:8][CH:7]=[CH:6][CH:5]=1)(=[O:3])[C:4]1[CH:9]=[CH:8][CH:7]=[CH:6][CH:5]=1 |f:1.2|. Reported procedure: acetophenone (30.0 grams; 0.25 mol); sodium methoxide (17.3 grames; 0.3 mol) and xylene 28.,0 grams) were added to the resulting mixture (347.0 grams) from the azetropic distillation. The reaction procedure set forth hereinabove was repeated with this reaction mixture giving dibenzoylmethane (54.2 grams; 92% yield) 92% pure by GLC analysis.